The task is: describe an organic reaction: reactants, conditions, products, and yield. This data is from the Open Reaction Database (ORD), a public repository of structured organic reaction records. Starting materials: BrC=1C=C2CCC(C2=CC1)O (5-bromo-1-indanol), N1=CC=CC=C1 (pyridine), C1(=CC=C(C=C1)S(=O)(=O)Cl)C (p-toluenesulfonyl chloride). Solvent: C1(=CC=CC=C1)C (toluene). The product is BrC=1C=C2C=CCC2=CC1 (5-bromoindene). Isolated yield 46.4%. As a reaction SMILES: [Br:1][C:2]1[CH:3]=[C:4]2[C:8](=[CH:9][CH:10]=1)[CH:7](O)[CH2:6][CH2:5]2.N1C=CC=CC=1.C1(C)C=CC(S(Cl)(=O)=O)=CC=1>C1(C)C=CC=CC=1>[Br:1][C:2]1[CH:3]=[C:4]2[C:8](=[CH:9][CH:10]=1)[CH2:7][CH:6]=[CH:5]2. Reported procedure: A 1 L three-neck round bottom flask equipped with a condenser, magnetic stir bar, nitrogen inlet, and a thermometer was charged with 5-bromo-1-indanol (56.5 g, 0.265 mol), toluene (300 mL), pyridine (250 mL, 3.1 mol), and p-toluenesulfonyl chloride (55.3 g, 0.29 mol). The mixture was stirred and heated to reflux while dehydration progress was followed by GC. After 7 hours at reflux the dark colored reaction mixture was cooled, quenched by pouring over ice-water (700 mL) containing HCl (12M, 200 ... The reactants are C(CCCCCCC)C=1C=C2C=CNC2=CC1 (5-n-Octyl-1H-indole). Run in CC(=O)O (AcOH), C(C)OCC (diethyl ether). The product is C(CCCCCCC)C=1C=C2CCNC2=CC1 (5-n-Octylindoline). Isolated yield 61.7%. Reaction SMILES: [CH2:1]([C:9]1[CH:10]=[C:11]2[C:15](=[CH:16][CH:17]=1)[NH:14][CH:13]=[CH:12]2)[CH2:2][CH2:3][CH2:4][CH2:5][CH2:6][CH2:7][CH3:8]>CC(O)=O.C(OCC)C>[CH2:1]([C:9]1[CH:10]=[C:11]2[C:15](=[CH:16][CH:17]=1)[NH:14][CH2:13][CH2:12]2)[CH2:2][CH2:3][CH2:4][CH2:5][CH2:6][CH2:7][CH3:8]. Procedure: To a solution of the product of Step B (0.08 g; 0.35 mmol) in AcOH (1.5 ml) NaBH3CN was added at 0° C., with stirring. The resulting mixture was stirred for 2 h at room temperature, then diluted to 20 ml with diethyl ether and washed with 10% NaOH (2×5 ml), H2), brine, dried over anhydrous MgSO4 and filtered. The filtrate was evaporated to dryness under reduced pressure and the residue was purified by FCC (SiO2; hexane/EtOAc; 9:1) to give the title compound (0.05 g; 62%) as a colourless syrup. 1... The reactants are COCC1=NNC=C1C(=O)OC (methyl 3-(methoxymethyl)-1H-pyrazole-4-carboxylate), COC=1C=C(C=CC1)B(O)O (3-methoxyphenylboronic acid), N1=CC=CC=C1 (pyridine). Reagents/catalysts: C(C)(=O)[O-].[Cu+2].C(C)(=O)[O-] (copper acetate). The solvent is CN(C(C)=O)C (N,N-dimethylacetamide). Run at time 8 hour. Yields the product COCC1=NN(C=C1C(=O)OC)C1=CC(=CC=C1)OC (methyl 3-(methoxymethyl)-1-(3-methoxyphenyl)-1H-pyrazole-4-carboxylate). Isolated yield 24.2%. As a reaction SMILES: [CH3:1][O:2][CH2:3][C:4]1[C:8]([C:9]([O:11][CH3:12])=[O:10])=[CH:7][NH:6][N:5]=1.[CH3:13][O:14][C:15]1[CH:16]=[C:17](B(O)O)[CH:18]=[CH:19][CH:20]=1.N1C=CC=CC=1>CN(C)C(=O)C.C([O-])(=O)C.[Cu+2].C([O-])(=O)C>[CH3:1][O:2][CH2:3][C:4]1[C:8]([C:9]([O:11][CH3:12])=[O:10])=[CH:7][N:6]([C:19]2[CH:18]=[CH:17][CH:16]=[C:15]([O:14][CH3:13])[CH:20]=2)[N:5]=1 |f:4.5.6|. Procedure: To a solution of methyl 3-(methoxymethyl)-1H-pyrazole-4-carboxylate (2.8 g) synthesized in Example 29 (1) in N,N-dimethylacetamide (50 mL) were added 3-methoxyphenylboronic acid (5.0 g), copper acetate (6.0 g) and pyridine (5.3 mL), and the mixture was stirred at room temperature overnight. The reaction mixture was filtered through celite, 1N hydrochloric acid (50 mL) was added to the filtrate, and the mixture was extracted with diethyl ether. The extract was washed with brine, dried over magnes...